Task: describe an organic reaction: reactants, conditions, products, and yield. Dataset: the Open Reaction Database (ORD), a public repository of structured organic reaction records Starting materials: C(C1=CC=CC=C1)OC1=C(C=CC(=C1)I)N1CC(N(S1(=O)=O)CC[Si](C)(C)C)=O (5-(2-benzyloxy-4-iodophenyl)-1,1-dioxo-2-(2-trimethylsilanylethyl)-1,2,5-thiadiazolidin-3-one), C(C)(C)(C)OC(NC1=C(C=CC=C1)CI)=O ((2-iodomethylphenyl)-carbamic acid tert-butyl ester). Product: C(C)(C)(C)OC(NC1=C(C=CC=C1)CC1=CC(=C(C=C1)N1S(N(C(C1)=O)CC[Si](C)(C)C)(=O)=O)OCC1=CC=CC=C1)=O ((2-{3-Benzyloxy-4-[1,1,4-trioxo-5-(2-trimethylsilanylethyl)-1,2,5-thiadiazolidin-2-yl]-benzyl}-phenyl)-carbamic Acid Tert-butyl Ester). Reaction SMILES: [CH2:1]([O:8][C:9]1[CH:14]=[C:13](I)[CH:12]=[CH:11][C:10]=1[N:16]1[S:20](=[O:22])(=[O:21])[N:19]([CH2:23][CH2:24][Si:25]([CH3:28])([CH3:27])[CH3:26])[C:18](=[O:29])[CH2:17]1)[C:2]1[CH:7]=[CH:6][CH:5]=[CH:4][CH:3]=1.[C:30]([O:34][C:35](=[O:45])[NH:36][C:37]1[CH:42]=[CH:41][CH:40]=[CH:39][C:38]=1[CH2:43]I)([CH3:33])([CH3:32])[CH3:31]>>[C:30]([O:34][C:35](=[O:45])[NH:36][C:37]1[CH:42]=[CH:41][CH:40]=[CH:39][C:38]=1[CH2:43][C:13]1[CH:12]=[CH:11][C:10]([N:16]2[CH2:17][C:18](=[O:29])[N:19]([CH2:23][CH2:24][Si:25]([CH3:28])([CH3:27])[CH3:26])[S:20]2(=[O:22])=[O:21])=[C:9]([O:8][CH2:1][C:2]2[CH:7]=[CH:6][CH:5]=[CH:4][CH:3]=2)[CH:14]=1)([CH3:33])([CH3:32])[CH3:31]. Procedure: The title compound is prepared from 5-(2-benzyloxy-4-iodophenyl)-1,1-dioxo-2-(2-trimethylsilanylethyl)-1,2,5-thiadiazolidin-3-one and (2-iodomethylphenyl)-carbamic acid tert-butyl ester analogous to Example 57, step B.